Dataset: the Open Reaction Database (ORD), a public repository of structured organic reaction records. Task: describe an organic reaction: reactants, conditions, products, and yield Starting materials: CN1C(=O)N(CC(C(=O)O)C(CC2CCCC2)C(=O)N2CCCCC2)C(=O)C1(C)C, CCN1CCOCC1, CCN=C=NCCCN(C)C, NOCc1ccccc1, ClCCl, Cl, O, Oc1cccc2[nH]nnc12. Yields the product CN1C(=O)N(CC(C(=O)NOCc2ccccc2)C(CC2CCCC2)C(=O)N2CCCCC2)C(=O)C1(C)C. Reaction SMILES: [C:31](=[O:32])([OH:33])[CH:34]([CH2:35][N:36]1[C:37](=[O:45])[N:38]([CH3:44])[C:39]([CH3:42])([CH3:43])[C:40]1=[O:41])[CH:46]([C:47](=[O:48])[N:49]1[CH2:50][CH2:51][CH2:52][CH2:53][CH2:54]1)[CH2:55][CH:56]1[CH2:57][CH2:58][CH2:59][CH2:60]1.[CH2:1]([N:2]1[CH2:3][CH2:4][O:5][CH2:6][CH2:7]1)[CH3:8].[CH2:20]([N:21]=[C:22]=[N:23][CH2:24][CH2:25][CH2:26][N:27]([CH3:28])[CH3:29])[CH3:30].[CH2:62]([c:63]1[cH:64][cH:65][cH:66][cH:67][cH:68]1)[O:69][NH2:70].[CH2:71]([Cl:72])[Cl:73].[ClH:61].[OH2:9].[OH:10][c:11]1[c:12]2[n:13][n:14][nH:15][c:16]2[cH:17][cH:18][cH:19]1>>[C:31](=[O:32])([CH:34]([CH2:35][N:36]1[C:37](=[O:45])[N:38]([CH3:44])[C:39]([CH3:42])([CH3:43])[C:40]1=[O:41])[CH:46]([C:47](=[O:48])[N:49]1[CH2:50][CH2:51][CH2:52][CH2:53][CH2:54]1)[CH2:55][CH:56]1[CH2:57][CH2:58][CH2:59][CH2:60]1)[NH:70][O:69][CH2:62][c:63]1[cH:64][cH:65][cH:66][cH:67][cH:68]1. The reactants are CCN=C=NCCCN(C)C, CN1CCOCC1, Nc1ccccc1NC(=O)c1nc2c(s1)CNCC2, O=C(O)C=Cc1ccc2c(c1)OCO2, CN(C)C=O, On1nnc2ccccc21. The product is Nc1ccccc1NC(=O)c1nc2c(s1)CN(C(=O)C=Cc1ccc3c(c1)OCO3)CC2. RXN SMILES: [CH2:25]([N:26]=[C:27]=[N:28][CH2:29][CH2:30][CH2:31][N:32]([CH3:33])[CH3:34])[CH3:35].[CH3:36][N:37]1[CH2:38][CH2:39][O:40][CH2:41][CH2:42]1.[NH2:43][c:44]1[c:45]([NH:50][C:51](=[O:52])[c:53]2[s:54][c:55]3[c:60]([n:61]2)[CH2:59][CH2:58][NH:57][CH2:56]3)[cH:46][cH:47][cH:48][cH:49]1.[O:1]1[CH2:2][O:3][c:4]2[c:5]1[cH:6][cH:7][c:8]([CH:10]=[CH:11][C:12](=[O:13])[OH:14])[cH:9]2.[O:62]=[CH:63][N:64]([CH3:65])[CH3:66].[OH:15][n:16]1[c:17]2[cH:18][cH:19][cH:20][cH:21][c:22]2[n:23][n:24]1>>[O:1]1[CH2:2][O:3][c:4]2[c:5]1[cH:6][cH:7][c:8]([CH:10]=[CH:11][C:12](=[O:14])[N:57]1[CH2:56][c:55]3[s:54][c:53]([C:51]([NH:50][c:45]4[c:44]([NH2:43])[cH:49][cH:48][cH:47][cH:46]4)=[O:52])[n:61][c:60]3[CH2:59][CH2:58]1)[cH:9]2.